From a dataset of the Open Reaction Database (ORD), a public repository of structured organic reaction records. describe an organic reaction: reactants, conditions, products, and yield Reaction SMILES: [CH3:1][O:2][C:3](=[O:4])[c:5]1[cH:6][c:7]2[c:8]([n:9][cH:10][nH:11]2)[c:12]([F:23])[c:13]1[NH:14][c:15]1[c:16]([Cl:22])[cH:17][c:18]([Br:21])[cH:19][cH:20]1.[CH3:26][CH2:27][OH:28].[CH3:29][CH2:30][O:31][C:32](=[O:33])[CH3:34].[ClH:36].[Na+:25].[OH-:24].[OH2:35]>>[O:2]=[C:3]([OH:4])[c:5]1[cH:6][c:7]2[c:8]([n:9][cH:10][nH:11]2)[c:12]([F:23])[c:13]1[NH:14][c:15]1[c:16]([Cl:22])[cH:17][c:18]([Br:21])[cH:19][cH:20]1. The reactants are COC(=O)c1cc2[nH]cnc2c(F)c1Nc1ccc(Br)cc1Cl, CCO, CCOC(C)=O, Cl, [Na+], [OH-], O. The product is O=C(O)c1cc2[nH]cnc2c(F)c1Nc1ccc(Br)cc1Cl. Reactants: CCOC(C)=O, ClCc1c2ccccc2cc2ccccc12, [K+], [K+], O=C([O-])[O-], C1COCCOCCOCCOCCOCCO1, CN(C)C=O, CCOC(=O)c1nc(I)c2c(-c3ccccc3)noc2c1O. Yields the product CCOC(=O)c1nc(I)c2c(-c3ccccc3)noc2c1OCc1c2ccccc2cc2ccccc12. Reaction SMILES: [CH3:63][CH2:64][O:65][C:66]([CH3:67])=[O:68].[Cl:23][CH2:24][c:25]1[c:26]2[cH:27][cH:28][cH:29][cH:30][c:31]2[cH:32][c:33]2[cH:34][cH:35][cH:36][cH:37][c:38]12.[K+:57].[K+:58].[O-:59][C:60]([O-:61])=[O:62].[O:39]1[CH2:40][CH2:41][O:42][CH2:43][CH2:44][O:45][CH2:46][CH2:47][O:48][CH2:49][CH2:50][O:51][CH2:52][CH2:53][O:54][CH2:55][CH2:56]1.[O:69]=[CH:70][N:71]([CH3:72])[CH3:73].[OH:1][c:2]1[c:3]2[c:4]([c:5]([I:13])[n:6][c:7]1[C:8](=[O:9])[O:10][CH2:11][CH3:12])[c:14](-[c:17]1[cH:18][cH:19][cH:20][cH:21][cH:22]1)[n:15][o:16]2>>[O:1]([c:2]1[c:3]2[c:4]([c:5]([I:13])[n:6][c:7]1[C:8](=[O:9])[O:10][CH2:11][CH3:12])[c:14](-[c:17]1[cH:18][cH:19][cH:20][cH:21][cH:22]1)[n:15][o:16]2)[CH2:24][c:25]1[c:26]2[cH:27][cH:28][cH:29][cH:30][c:31]2[cH:32][c:33]2[cH:34][cH:35][cH:36][cH:37][c:38]12. Starting materials: Cl.Cl.CC1=C(C(=NC(=N1)C1=CC=CC=C1)C1=CC(=CC=C1)[N+](=O)[O-])CN1CCNCC1 (6-methyl-5-(1-piperazinylmethyl)-4-(3-nitrophenyl)-2-phenylpyrimidine dihydrochloride), ClCCl (dichloromethane), O1C(=CC=C1)C(=O)Cl (2-furoyl chloride). The solvent is C(C)N(CC)CC (triethylamine). Reaction conditions: time 1 hour. Yields the product CC1=C(C(=NC(=N1)C1=CC=CC=C1)C1=CC(=CC=C1)[N+](=O)[O-])CN1CCN(CC1)C(=O)C=1OC=CC1 (6-methyl-5-[4-(2-furoyl)piperazin-1-ylmethyl]-4-(3-nitrophenyl)-2-phenylpyrimidine). Isolated yield 97.5%. RXN SMILES: Cl.Cl.[CH3:3][C:4]1[N:9]=[C:8]([C:10]2[CH:15]=[CH:14][CH:13]=[CH:12][CH:11]=2)[N:7]=[C:6]([C:16]2[CH:21]=[CH:20][CH:19]=[C:18]([N+:22]([O-:24])=[O:23])[CH:17]=2)[C:5]=1[CH2:25][N:26]1[CH2:31][CH2:30][NH:29][CH2:28][CH2:27]1.ClCCl.[O:35]1[CH:39]=[CH:38][CH:37]=[C:36]1[C:40](Cl)=[O:41]>C(N(CC)CC)C>[CH3:3][C:4]1[N:9]=[C:8]([C:10]2[CH:15]=[CH:14][CH:13]=[CH:12][CH:11]=2)[N:7]=[C:6]([C:16]2[CH:21]=[CH:20][CH:19]=[C:18]([N+:22]([O-:24])=[O:23])[CH:17]=2)[C:5]=1[CH2:25][N:26]1[CH2:31][CH2:30][N:29]([C:40]([C:36]2[O:35][CH:39]=[CH:38][CH:37]=2)=[O:41])[CH2:28][CH2:27]1 |f:0.1.2|. Procedure details: To a mixture of 6-methyl-5-(1-piperazinylmethyl)-4-(3-nitrophenyl)-2-phenylpyrimidine dihydrochloride (1 g), dichloromethane (10 ml) and triethylamine (0.48 g), was added 2-furoyl chloride (0.31 g) at 5° C. under ice cooling. After stirring for 1 hour at the same temperature, the reaction mixture was concentrated under reduced pressure. The residue was suspended in water and adjusted to pH=9 with aqueous saturated sodium hydrogen carbonate. The precipitate was collected by filtration, washed wit... Starting materials: O=C([O-])[O-], CN(C)C=O, NC(=O)CCl, [K+], [K+], O=Cc1cccc(O)c1. Product: NC(=O)COc1cccc(C=O)c1. RXN SMILES: [C:15](=[O:16])([O-:17])[O-:18].[CH3:21][N:22]([CH3:23])[CH:24]=[O:25].[Cl:10][CH2:11][C:12](=[O:13])[NH2:14].[K+:19].[K+:20].[OH:1][c:2]1[cH:3][c:4]([CH:5]=[O:6])[cH:7][cH:8][cH:9]1>>[O:1]([c:2]1[cH:3][c:4]([CH:5]=[O:6])[cH:7][cH:8][cH:9]1)[CH2:11][C:12](=[O:13])[NH2:14]. The reactants are NCCSCC1=CC=C(O1)CNCC(F)(F)F (5-[[(2-aminoethyl)thio]methyl]-N-(2,2,2-trifluoroethyl)-2-furanmethanamine), CSC(=C[N+](=O)[O-])SC (1,1-bis-(methylthio)-2-nitroethene). The product is [N+](=O)([O-])C=C(NCCSCC=1OC(=CC1)CNCC(F)(F)F)NCCSCC=1OC(=CC1)CNCC(F)(F)F (2-Nitro-N,N'-bis-[2-[[5-[[(2,2,2-trifluoroethyl)amino]methyl]-2-furanylmethyl]thio]ethyl]-1,1-ethenediamine). The yield is 21.8%. RXN SMILES: [NH2:1][CH2:2][CH2:3][S:4][CH2:5][C:6]1[O:10][C:9]([CH2:11][NH:12][CH2:13][C:14]([F:17])([F:16])[F:15])=[CH:8][CH:7]=1.CS[C:20](SC)=[CH:21][N+:22]([O-:24])=[O:23]>>[N+:22]([CH:21]=[C:20]([NH:1][CH2:2][CH2:3][S:4][CH2:5][C:6]1[O:10][C:9]([CH2:11][NH:12][CH2:13][C:14]([F:17])([F:16])[F:15])=[CH:8][CH:7]=1)[NH:1][CH2:2][CH2:3][S:4][CH2:5][C:6]1[O:10][C:9]([CH2:11][NH:12][CH2:13][C:14]([F:17])([F:16])[F:15])=[CH:8][CH:7]=1)([O-:24])=[O:23]. Procedure: A mixture of 5-[[(2-aminoethyl)thio]methyl]-N-(2,2,2-trifluoroethyl)-2-furanmethanamine (0.83 g) and 1,1-bis-(methylthio)-2-nitroethene (0.25 g) was heated at 98°-100° for 3 hr. The gummy residue was chromatographed (silica/ethyl acetate then ethyl acetate/ethanol 9:1) and the appropriate eluate evaporated to dryness to give the title compound (0.2 g) as an oil. Starting materials: C(C)OC1=CC=C(C(=S)N)C=C1 (4-ethoxythiobenzamide), ClC(C(=O)Cl)C1=CC=CC=C1 (2-chloro-2-phenylacetyl chloride). The product is C(C)OC1=CC=C(C=C1)C=1SC(=C(N1)O)C1=CC=CC=C1 (2-(4-Ethoxyphenyl)-4-hydroxy-5-phenylthiazole). As a reaction SMILES: [CH2:1]([O:3][C:4]1[CH:12]=[CH:11][C:7]([C:8]([NH2:10])=[S:9])=[CH:6][CH:5]=1)[CH3:2].Cl[CH:14]([C:18]1[CH:23]=[CH:22][CH:21]=[CH:20][CH:19]=1)[C:15](Cl)=[O:16]>>[CH2:1]([O:3][C:4]1[CH:12]=[CH:11][C:7]([C:8]2[S:9][C:14]([C:18]3[CH:23]=[CH:22][CH:21]=[CH:20][CH:19]=3)=[C:15]([OH:16])[N:10]=2)=[CH:6][CH:5]=1)[CH3:2]. Procedure: The title compound was prepared according to the method of Scheme II in a manner analogous to Example 31 except 4-ethoxythiobenzamide was used instead of thiobenzamide and 2-chloro-2-phenylacetyl chloride was used instead of 2-bromopropionate. Reactants: CC1(OB(OC1(C)C)C1=CC=C(C(=O)OCC2=CC=CC=C2)C=C1)C (benzyl 4-(4,4,5,5-tetramethyl-1,3,2-dioxaborolan-2-yl)benzoate), FC1=C(C=C(C=C1)C=1C=C(C2=C(N1)N(N=C2I)C2OCCCC2)C(=O)O)C(=O)OC (6-[4-fluoro-3-(methoxycarbonyl)phenyl]-3-iodo-1-(tetrahydro-2H-pyran-2-yl)-1H-pyrazolo[3,4-b]pyridine-4-carboxylic acid). Yields the product C(C1=CC=CC=C1)OC(=O)C1=CC=C(C=C1)C1=NN(C=2N=C(C=C(C21)C(=O)O)C2=CC(=C(C=C2)F)C(=O)OC)C2OCCCC2 (3-{4-[(benzyloxy)carbonyl]phenyl}-6-[4-fluoro-3-(methoxycarbonyl)phenyl]-1-(tetrahydro-2H-pyran-2-yl)-1H-pyrazolo[3,4-b]pyridine-4-carboxylic acid). Isolated yield 66.0%. Reaction SMILES: CC1(C)C(C)(C)OB([C:9]2[CH:24]=[CH:23][C:12]([C:13]([O:15][CH2:16][C:17]3[CH:22]=[CH:21][CH:20]=[CH:19][CH:18]=3)=[O:14])=[CH:11][CH:10]=2)O1.[F:26][C:27]1[CH:32]=[CH:31][C:30]([C:33]2[CH:34]=[C:35]([C:49]([OH:51])=[O:50])[C:36]3[C:41](I)=[N:40][N:39]([CH:43]4[CH2:48][CH2:47][CH2:46][CH2:45][O:44]4)[C:37]=3[N:38]=2)=[CH:29][C:28]=1[C:52]([O:54][CH3:55])=[O:53]>>[CH2:16]([O:15][C:13]([C:12]1[CH:11]=[CH:10][C:9]([C:41]2[C:36]3[C:35]([C:49]([OH:51])=[O:50])=[CH:34][C:33]([C:30]4[CH:31]=[CH:32][C:27]([F:26])=[C:28]([C:52]([O:54][CH3:55])=[O:53])[CH:29]=4)=[N:38][C:37]=3[N:39]([CH:43]3[CH2:48][CH2:47][CH2:46][CH2:45][O:44]3)[N:40]=2)=[CH:24][CH:23]=1)=[O:14])[C:17]1[CH:18]=[CH:19][CH:20]=[CH:21][CH:22]=1. Reported procedure: Obtained according to the process described in Step 3.1, using benzyl 4-(4,4,5,5-tetramethyl-1,3,2-dioxaborolan-2-yl)benzoate and 6-[4-fluoro-3-(methoxycarbonyl)phenyl]-3-iodo-1-(tetrahydro-2H-pyran-2-yl)-1H-pyrazolo[3,4-b]pyridine-4-carboxylic acid [described in Step 1.7], in the form of a yellow solid (yield: 66%). Starting materials: C(C)(C)NC(=S)N (Isopropyl-thiourea), BrCC(=O)C1=CC=C(C(=O)O)C=C1 (4-(2-Bromo-acetyl)-benzoic acid). Solvent: C1CCOC1 (THF). Conditions: time 5 minute. Yields the product C(C)(C)NC=1SC=C(N1)C1=CC=C(C(=O)O)C=C1 (4-(2-Isopropylamino-thiazol-4-yl)-benzoic acid). RXN SMILES: [CH:1]([NH:4][C:5]([NH2:7])=[S:6])([CH3:3])[CH3:2].Br[CH2:9][C:10]([C:12]1[CH:20]=[CH:19][C:15]([C:16]([OH:18])=[O:17])=[CH:14][CH:13]=1)=O>C1COCC1>[CH:1]([NH:4][C:5]1[S:6][CH:9]=[C:10]([C:12]2[CH:20]=[CH:19][C:15]([C:16]([OH:18])=[O:17])=[CH:14][CH:13]=2)[N:7]=1)([CH3:3])[CH3:2]. Reported procedure: Isopropyl-thiourea (2.47 mmol) and 4-(2-Bromo-acetyl)-benzoic acid (2.47 mmol) were mixed in THF (12 mL). After stirring at room temperature for 5 minutes the mixture was heated to 80° C. for 2 hours. The volume was reduced to 5 mL and the mixture was then cooled to −20° C. and filtered. The solid was washed with a small amount of diethylether and dried. m/z=263.1 in MS ES+, which was characterized by hplc and MS and used in the next step without any further purification. The reactants are O=C([O-])[O-], [Cs+], [Cs+], CCOC(=O)c1cccc2c1C(=O)C(c1nccn1C)C(c1ccc(F)cc1)N2, CI, CN(C)C=O, O. The product is CCOC(=O)c1cccc2c1C(=O)C(C)(c1nccn1C)C(c1ccc(F)cc1)N2. RXN SMILES: [C:30](=[O:31])([O-:32])[O-:33].[Cs+:34].[Cs+:35].[F:1][c:2]1[cH:3][cH:4][c:5]([CH:8]2[NH:9][c:10]3[cH:11][cH:12][cH:13][c:14]([C:25](=[O:26])[O:27][CH2:28][CH3:29])[c:15]3[C:16](=[O:24])[CH:17]2[c:18]2[n:19]([CH3:23])[cH:20][cH:21][n:22]2)[cH:6][cH:7]1.[I:36][CH3:37].[O:39]=[CH:40][N:41]([CH3:42])[CH3:43].[OH2:38]>>[F:1][c:2]1[cH:3][cH:4][c:5]([CH:8]2[NH:9][c:10]3[cH:11][cH:12][cH:13][c:14]([C:25](=[O:26])[O:27][CH2:28][CH3:29])[c:15]3[C:16](=[O:24])[C:17]2([c:18]2[n:19]([CH3:23])[cH:20][cH:21][n:22]2)[CH3:30])[cH:6][cH:7]1.